From a dataset of the Open Reaction Database (ORD), a public repository of structured organic reaction records. describe an organic reaction: reactants, conditions, products, and yield Reactants: BrC1=C(C=C(C(=O)OC)C=C1)C (Methyl 4-bromo-3-methylbenzoate), O (water), COC1=C(C=CC(=C1)OC)B(O)O (2,4-dimethoxyphenylboronic acid), C([O-])([O-])=O.[K+].[K+] (potassium carbonate). Reagents/catalysts: C=1C=CC(=CC1)[P](C=2C=CC=CC2)(C=3C=CC=CC3)[Pd]([P](C=4C=CC=CC4)(C=5C=CC=CC5)C=6C=CC=CC6)([P](C=7C=CC=CC7)(C=8C=CC=CC8)C=9C=CC=CC9)[P](C=1C=CC=CC1)(C=1C=CC=CC1)C=1C=CC=CC1 (tetrakis(triphenylphosphine)palladium(0)). The solvent is C1(=CC=CC=C1)C (toluene), CCOC(=O)C (EtOAc). Product: COC1=C(C=CC(=C1)OC)C1=C(C=C(C=C1)C(=O)OC)C (Methyl 2′,4′-dimethoxy-2-methylbiphenyl-4-carboxylate). As a reaction SMILES: Br[C:2]1[CH:11]=[CH:10][C:5]([C:6]([O:8][CH3:9])=[O:7])=[CH:4][C:3]=1[CH3:12].[CH3:13][O:14][C:15]1[CH:20]=[C:19]([O:21][CH3:22])[CH:18]=[CH:17][C:16]=1B(O)O.C(=O)([O-])[O-].[K+].[K+].O>C1(C)C=CC=CC=1.CCOC(C)=O.C1C=CC([P]([Pd]([P](C2C=CC=CC=2)(C2C=CC=CC=2)C2C=CC=CC=2)([P](C2C=CC=CC=2)(C2C=CC=CC=2)C2C=CC=CC=2)[P](C2C=CC=CC=2)(C2C=CC=CC=2)C2C=CC=CC=2)(C2C=CC=CC=2)C2C=CC=CC=2)=CC=1>[CH3:13][O:14][C:15]1[CH:20]=[C:19]([O:21][CH3:22])[CH:18]=[CH:17][C:16]=1[C:2]1[CH:11]=[CH:10][C:5]([C:6]([O:8][CH3:9])=[O:7])=[CH:4][C:3]=1[CH3:12] |f:2.3.4,^1:49,51,70,89|. Procedure: Methyl 4-bromo-3-methylbenzoate obtained in step 1 (3 g; 13.10 mmol), 2,4-dimethoxyphenylboronic acid (2.62 g; 14.4 mmol), potassium carbonate (9.05 g; 65.48 mmol), tetrakis(triphenylphosphine)palladium(0) (1.51 g; 1.31 mmol) were taken in toluene (15 mL) and water (15 mL) under N2 atmosphere. The reaction mixture was purged with vacuum and degassed with N2 and then refluxed for 6 hours. The reaction mixture was cooled to RT, filtered over a pad of celite and washed with toluene (200 mL). The fi... The reactants are C(C)(C)(C)OC(=O)N1CCC(CC1)COC1=C(C=C2C(=CN=NC2=C1)Cl)OC (7-(1-(tert-butoxycarbonyl)piperidin-4-ylmethoxy)4chloro-6-methoxycinnoline), OC=1C=C2C=C(NC2=CC1)C (5-hydroxy-2-methylindole), C([O-])([O-])=O.[Cs+].[Cs+] (cesium carbonate). Solvent: CN(C)C=O (DMF). Reaction conditions: temperature 90 celsius, time 2 hour. Yields the product C(C)(C)(C)OC(=O)N1CCC(CC1)COC1=C(C=C2C(=CN=NC2=C1)C=1C=C2C=C(NC2=CC1)C)OC (7-(1-tert-butoxycarbonylpiperidin-4-ylmethoxy)-6-methoxy-4-(2-methylindol-5yl)cinnoline). Isolated yield 16.7%. As a reaction SMILES: [C:1]([O:5][C:6]([N:8]1[CH2:13][CH2:12][CH:11]([CH2:14][O:15][C:16]2[CH:25]=[C:24]3[C:19]([C:20](Cl)=[CH:21][N:22]=[N:23]3)=[CH:18][C:17]=2[O:27][CH3:28])[CH2:10][CH2:9]1)=[O:7])([CH3:4])([CH3:3])[CH3:2].O[C:30]1[CH:31]=[C:32]2[C:36](=[CH:37][CH:38]=1)[NH:35][C:34]([CH3:39])=[CH:33]2.C(=O)([O-])[O-].[Cs+].[Cs+]>CN(C=O)C>[C:1]([O:5][C:6]([N:8]1[CH2:13][CH2:12][CH:11]([CH2:14][O:15][C:16]2[CH:25]=[C:24]3[C:19]([C:20]([C:30]4[CH:31]=[C:32]5[C:36](=[CH:37][CH:38]=4)[NH:35][C:34]([CH3:39])=[CH:33]5)=[CH:21][N:22]=[N:23]3)=[CH:18][C:17]=2[O:27][CH3:28])[CH2:10][CH2:9]1)=[O:7])([CH3:4])([CH3:3])[CH3:2] |f:2.3.4|. Procedure details: A mixture of 7-(1-(tert-butoxycarbonyl)piperidin-4-ylmethoxy)4chloro-6-methoxycinnoline (204 mg, 0.5 mmol), 5-hydroxy-2-methylindole (81 mg) and cesium carbonate (326 mg, 1 mmol) in DMF (2.5 ml) was stirred at 90° C. for 2 hours. After cooling, the mixture was filtered, wash ed with DMF and the volatiles were removed under vacuum. The crude product was dissolved in methylene chloride (4 ml) containing TEA (1.5 ml) and was stirred at ambient temperature for 1 hour. The volatiles were removed unde... Starting materials: CCOCCCCCC(OC(=O)c1ccc(OCc2ccccc2)cc1F)C(F)(F)F, CCOC(C)=O, [H][H]. Product: CCOCCCCCC(OC(=O)c1ccc(O)cc1F)C(F)(F)F. RXN SMILES: [CH2:1]([c:2]1[cH:3][cH:4][cH:5][cH:6][cH:7]1)[O:8][c:9]1[cH:10][c:11]([F:31])[c:12]([C:15](=[O:16])[O:17][CH:18]([CH2:19][CH2:20][CH2:21][CH2:22][CH2:23][O:24][CH2:25][CH3:26])[C:27]([F:28])([F:29])[F:30])[cH:13][cH:14]1.[CH3:34][CH2:35][O:36][C:37](=[O:38])[CH3:39].[H:32][H:33]>>[OH:8][c:9]1[cH:10][c:11]([F:31])[c:12]([C:15](=[O:16])[O:17][CH:18]([CH2:19][CH2:20][CH2:21][CH2:22][CH2:23][O:24][CH2:25][CH3:26])[C:27]([F:28])([F:29])[F:30])[cH:13][cH:14]1. The reactants are C(CCC)OC=1C=C(CNN)C=CC1 (3-n-butoxybenzylhydrazine), C(C)OC(C=C(OCC)N)=O (β-amino-β-ethoxyacrylic acid ethyl ester), C1(=CC=C(C=C1)S(=O)(=O)O)C (p-toluenesulphonic acid). The solvent is C(C)O (ethanol). Reaction conditions: time 2 hour. Product: NC=1NN(C(C1)=O)CC1=CC(=CC=C1)OCCCC (3-Amino-1-(3-n-butoxybenzyl)-pyrazol-5-one). As a reaction SMILES: [CH2:1]([O:5][C:6]1[CH:7]=[C:8]([CH:12]=[CH:13][CH:14]=1)[CH2:9][NH:10][NH2:11])[CH2:2][CH2:3][CH3:4].C([O:17][C:18](=O)[CH:19]=[C:20]([NH2:24])OCC)C.C1(C)C=CC(S(O)(=O)=O)=CC=1>C(O)C>[NH2:24][C:20]1[NH:11][N:10]([CH2:9][C:8]2[CH:12]=[CH:13][CH:14]=[C:6]([O:5][CH2:1][CH2:2][CH2:3][CH3:4])[CH:7]=2)[C:18](=[O:17])[CH:19]=1. Reported procedure: 18 g of 3-n-butoxybenzylhydrazine were added dropwise, under nitrogen, to a solution of 14.8 g of β-amino-β-ethoxyacrylic acid ethyl ester and a pinch of p-toluenesulphonic acid in 180 ml of ethanol. After stirring for 2 hours, the mixture was left to stand overnight. The compound identified above, which had separated out as a precipitate, was filtered off and recrystallised from ethanol. Melting point: 110°, 8 g (33%). Starting materials: O=C([O-])[O-], C1COCCN1, COc1cc2c(-c3cc4cccnc4n3S(=O)(=O)c3ccc(C)cc3)cn(C)c2cc1OCCI, CC#N, CCOC(C)=O, [K+], [K+], O. As a reaction SMILES: [C:1](=[O:2])([O-:3])[O-:4].[CH2:7]1[CH2:8][O:9][CH2:10][CH2:11][NH:12]1.[CH3:13][n:14]1[cH:15][c:16](-[c:29]2[cH:30][c:31]3[c:32]([n:33][cH:34][cH:35][cH:36]3)[n:37]2[S:38](=[O:39])(=[O:40])[c:41]2[cH:42][cH:43][c:44]([CH3:47])[cH:45][cH:46]2)[c:17]2[cH:18][c:19]([O:27][CH3:28])[c:20]([O:23][CH2:24][CH2:25][I:26])[cH:21][c:22]12.[CH3:49][C:50]#[N:51].[CH3:52][CH2:53][O:54][C:55](=[O:56])[CH3:57].[K+:5].[K+:6].[OH2:48]>>[CH2:7]1[CH2:8][O:9][CH2:10][CH2:11][N:12]1[CH2:25][CH2:24][O:23][c:20]1[c:19]([O:27][CH3:28])[cH:18][c:17]2[c:16](-[c:29]3[cH:30][c:31]4[c:32]([n:33][cH:34][cH:35][cH:36]4)[n:37]3[S:38](=[O:39])(=[O:40])[c:41]3[cH:42][cH:43][c:44]([CH3:47])[cH:45][cH:46]3)[cH:15][n:14]([CH3:13])[c:22]2[cH:21]1. Product: COc1cc2c(-c3cc4cccnc4n3S(=O)(=O)c3ccc(C)cc3)cn(C)c2cc1OCCN1CCOCC1. The reactants are CCOC(=O)CCCOc1ccc2c(c1)C(C#CC1CC1)(C(F)(F)F)OC(=O)N2, CO, [Li+], [OH-], O. Yields the product O=C(O)CCCOc1ccc2c(c1)C(C#CC1CC1)(C(F)(F)F)OC(=O)N2. RXN SMILES: [CH2:1]([CH3:2])[O:3][C:4]([CH2:5][CH2:6][CH2:7][O:8][c:9]1[cH:10][c:11]2[c:12]([cH:27][cH:28]1)[NH:13][C:14](=[O:26])[O:15][C:16]2([C:17]([F:18])([F:19])[F:20])[C:21]#[C:22][CH:23]1[CH2:24][CH2:25]1)=[O:29].[CH3:32][OH:33].[Li+:30].[OH-:31].[OH2:34]>>[O:3]=[C:4]([CH2:5][CH2:6][CH2:7][O:8][c:9]1[cH:10][c:11]2[c:12]([cH:27][cH:28]1)[NH:13][C:14](=[O:26])[O:15][C:16]2([C:17]([F:18])([F:19])[F:20])[C:21]#[C:22][CH:23]1[CH2:24][CH2:25]1)[OH:29]. The reactants are C(C)(C)(C)C1=CC=C(C=C1)C1=NC=2C(=NC=CC2N2CCNCC2)N1 (2-(4-tert-Butyl-phenyl)-7-piperazin-1-yl-3H-imidazo[4,5-b]pyridine), C(=O)C=1C(NC(NC1)=O)=O (5-formyluracil), C(C)(=O)O[BH-](OC(C)=O)OC(C)=O.[Na+] (sodium triacetoxyborohydride). The solvent is CN1CCCC1=O (NMP). Conditions: time 18 hour. Yields the product C(C)(C)(C)C1=CC=C(C=C1)C1=NC=2C(=NC=CC2N2CCN(CC2)CC=2C(NC(NC2)=O)=O)N1 (5-{4-[2-(4-tert-Butyl-phenyl)-3H-imidazo[4,5-b]pyridin-7-yl]-piperazin-1-ylmethyl}-1H-pyrimidine-2,4-dione). Yield: 36.0%. Reaction SMILES: [C:1]([C:5]1[CH:10]=[CH:9][C:8]([C:11]2[NH:25][C:14]3=[N:15][CH:16]=[CH:17][C:18]([N:19]4[CH2:24][CH2:23][NH:22][CH2:21][CH2:20]4)=[C:13]3[N:12]=2)=[CH:7][CH:6]=1)([CH3:4])([CH3:3])[CH3:2].[CH:26]([C:28]1[C:29](=[O:35])[NH:30][C:31](=[O:34])[NH:32][CH:33]=1)=O.C(O[BH-](OC(=O)C)OC(=O)C)(=O)C.[Na+]>CN1C(=O)CCC1>[C:1]([C:5]1[CH:10]=[CH:9][C:8]([C:11]2[NH:25][C:14]3=[N:15][CH:16]=[CH:17][C:18]([N:19]4[CH2:20][CH2:21][N:22]([CH2:26][C:28]5[C:29](=[O:35])[NH:30][C:31](=[O:34])[NH:32][CH:33]=5)[CH2:23][CH2:24]4)=[C:13]3[N:12]=2)=[CH:7][CH:6]=1)([CH3:4])([CH3:2])[CH3:3] |f:2.3|. Procedure details: 2-(4-tert-Butyl-phenyl)-7-piperazin-1-yl-3H-imidazo[4,5-b]pyridine (7) (50 mg, 0.15 mmol) and 5-formyluracil (21 mg, 0.15 mmol) were dissolved in NMP (4 ml) and sodium triacetoxyborohydride (64 mg, 0.30 mmol) was added. The reaction mixture was allowed to stir for 18 h under nitrogen. It was judged complete by MS, and purified by HPLC Method E to yield the title product 9 (25 mg (36%), 0.054 mmol). 1H NMR (DMSO-d6): δ 11.45 (s, 1H), 11.30 (d, J=3 Hz, 1H), 9.85(bs, 1H), 8.11 (d, J=8.3 Hz, 3H), 7....